This data is from the Open Reaction Database (ORD), a public repository of structured organic reaction records. The task is: describe an organic reaction: reactants, conditions, products, and yield Starting materials: ClC=1C=C(C=CC1SC=1N(C=CN1)C)NC1=C(C=NC2=CC(=CC=C12)F)C#N (4-({3-chloro-4-[(1-methyl-1H-imidazole-2-yl)thio]phenyl}amino)-7-fluoroquinoline-3-carbonitrile), 4-(1-pyrrolidinylpiperidine), CN1C(CCC1)=O (1-methyl 2-pyrrolidinone). Conditions: temperature 105 celsius. Yields the product N1(CCCC1)C1CCN(CC1)C1=CC=C2C=C(C=NC2=C1)C#N (7-(4-pyrrolidin-1-ylpiperidin-1-yl)quinoline-3-carbonitrile). Reaction SMILES: ClC1C=C(N[C:16]2[C:25]3[C:20](=[CH:21][C:22](F)=[CH:23][CH:24]=3)[N:19]=[CH:18][C:17]=2[C:27]#[N:28])C=CC=1SC1N(C)C=CN=1.[CH3:29][N:30]1[CH2:34][CH2:33][CH2:32][C:31]1=O>>[N:30]1([CH:29]2[CH2:21][CH2:20][N:19]([C:22]3[CH:21]=[C:20]4[C:25]([CH:16]=[C:17]([C:27]#[N:28])[CH:18]=[N:19]4)=[CH:24][CH:23]=3)[CH2:18][CH2:17]2)[CH2:34][CH2:33][CH2:32][CH2:31]1. Reported procedure: Following the procedure of Example 11, a mixture of 150 mg (0.37 mmol) of 4-({3-chloro-4-[(1-methyl-1H-imidazole-2-yl)thio]phenyl}amino)-7-fluoroquinoline-3-carbonitrile and 339 mg (2.20 mmol) of 4-(1-pyrrolidinylpiperidine) in 1 mL of 1-methyl 2-pyrrolidinone is heated at 105° C. for 17 hours to yield the crude product. Purification by silica gel chromatography (gradient 98:2 methylene chloride/methanol to 9:1 methylene chloride/methanol) gives 66 mg of 4-{3-chloro-4-[(1-methyl-1H-imidazole-2-y...